Dataset: the Open Reaction Database (ORD), a public repository of structured organic reaction records. Task: describe an organic reaction: reactants, conditions, products, and yield The reactants are O=C([O-])O, Cc1c(CCC(=O)O)nc2ccccc2c1OCc1ccccc1, CCN=C=NCCCN(C)C, CCN(C(C)C)C(C)C, Cl, [Na+], CN(C)C=O, O, On1nnc2ccccc21, NCCCc1ccccc1. The product is Cc1c(CCC(=O)NCCCc2ccccc2)nc2ccccc2c1OCc1ccccc1. RXN SMILES: [C:67](=[O:68])([O-:69])[OH:70].[CH2:1]([c:2]1[cH:3][cH:4][cH:5][cH:6][cH:7]1)[O:8][c:9]1[c:10]([CH3:24])[c:11]([CH2:19][CH2:20][C:21](=[O:22])[OH:23])[n:12][c:13]2[cH:14][cH:15][cH:16][cH:17][c:18]12.[CH2:37]([N:38]=[C:39]=[N:40][CH2:41][CH2:42][CH2:43][N:44]([CH3:45])[CH3:46])[CH3:47].[CH:58]([N:59]([CH2:60][CH3:61])[CH:62]([CH3:63])[CH3:64])([CH3:65])[CH3:66].[ClH:36].[Na+:71].[O:72]=[CH:73][N:74]([CH3:75])[CH3:76].[OH2:25].[OH:26][n:27]1[c:28]2[cH:29][cH:30][cH:31][cH:32][c:33]2[n:34][n:35]1.[c:48]1([CH2:54][CH2:55][CH2:56][NH2:57])[cH:49][cH:50][cH:51][cH:52][cH:53]1>>[CH2:1]([c:2]1[cH:3][cH:4][cH:5][cH:6][cH:7]1)[O:8][c:9]1[c:10]([CH3:24])[c:11]([CH2:19][CH2:20][C:21](=[O:23])[NH:57][CH2:56][CH2:55][CH2:54][c:48]2[cH:49][cH:50][cH:51][cH:52][cH:53]2)[n:12][c:13]2[cH:14][cH:15][cH:16][cH:17][c:18]12. Starting materials: (MeOH)λmax, [K+].[Br-] (KBr), aromatic ketone, [Na] (sodium), carboxylic acid, aliphatic ketone, OC1C(C(=CC(=C1)OCC(CC(=O)O)=O)O)C=CC(=O)C1=CC(=C(C=C1)OC)O (2,3',6-trihydroxy-4-(2-oxo-3-carboxypropoxy)-4'-methoxydihydrochalcone). The product is [Na].OC1C(C(=CC(=C1)OCC(CC(=O)O)=O)O)C=CC(=O)C1=CC(=C(C=C1)OC)O (2,3',6-Trihydroxy-4-(2-oxo-3-carboxypropoxy)-4'-methoxydihydrochalcone Sodium Salt). Reaction SMILES: [K+].[Br-].[OH:3][CH:4]1[CH:9]=[C:8]([O:10][CH2:11][C:12](=[O:17])[CH2:13][C:14]([OH:16])=[O:15])[CH:7]=[C:6]([OH:18])[CH:5]1[CH:19]=[CH:20][C:21]([C:23]1[CH:28]=[CH:27][C:26]([O:29][CH3:30])=[C:25]([OH:31])[CH:24]=1)=[O:22].[Na:32]>>[Na:32].[OH:18][CH:6]1[CH:7]=[C:8]([O:10][CH2:11][C:12](=[O:17])[CH2:13][C:14]([OH:16])=[O:15])[CH:9]=[C:4]([OH:3])[CH:5]1[CH:19]=[CH:20][C:21]([C:23]1[CH:28]=[CH:27][C:26]([O:29][CH3:30])=[C:25]([OH:31])[CH:24]=1)=[O:22] |f:0.1,4.5,^1:31,32|. Procedure details: The purified flavanone (833 mg, 2.0 mmol) was hydrogenated over 0.4 g Pd/C at 1 atm for 48 hours as a solution in 85 mL of 10% KOH. Standard workup, followed by recrystallization (H2O--CH3OH), yielded 519 mg (64%) of the substituted dihydrochalcone as light tan needles: mp 227°-228° C. dec; IR (KBr) 3.0-4.4 (OH), 5.80 (carboxylic acid C=O), 5.85 (aliphatic ketone C=O), 6.19 (aromatic ketone C=O) μm; UV (MeOH)λmax 224 nm (ε 22600), 285 (23500); NMR (acetone-d6) 2.84 (t, 2H, J=7 Hz, ArCOCCH2Ar'), ... Starting materials: mixture, [C-]#N.[Na+] (sodium cyanide), BrC1=C2C(N(C=3N(C2=CC=C1)C=NC3C3=NOC(=N3)C3CC3)C)=O (6-bromo-3-(5-cyclopropyl-1,2,4-oxadiazol-3-yl)4,5-dihydro-4-methyl-5-oxo-imidazo(1,5-a)quinazoline). Solvent: O (water), CN(C=O)C (DMF), CN(C=O)C (dimethyl formamide), O (water). The product is C(#N)C1=C2C(N(C=3N(C2=CC=C1)C=NC3C3=NOC(=N3)C3CC3)C)=O (6-cyano-3-(5-cyclopropyl-1,2,4-oxadiazol-3-yl)-4,5-dihydro-4-methyl-5-oxo-imidazo(1,5-a)quinazoline). As a reaction SMILES: Br[C:2]1[CH:11]=[CH:10][CH:9]=[C:8]2[C:3]=1[C:4](=[O:24])[N:5]([CH3:23])[C:6]1[N:7]2[CH:12]=[N:13][C:14]=1[C:15]1[N:19]=[C:18]([CH:20]2[CH2:22][CH2:21]2)[O:17][N:16]=1.[C-:25]#[N:26].[Na+]>CN(C)C=O.O>[C:25]([C:2]1[CH:11]=[CH:10][CH:9]=[C:8]2[C:3]=1[C:4](=[O:24])[N:5]([CH3:23])[C:6]1[N:7]2[CH:12]=[N:13][C:14]=1[C:15]1[N:19]=[C:18]([CH:20]2[CH2:22][CH2:21]2)[O:17][N:16]=1)#[N:26] |f:1.2|. Procedure details: To 140 mg 6-bromo-3-(5-cyclopropyl-1,2,4-oxadiazol-3-yl)4,5-dihydro-4-methyl-5-oxo-imidazo(1,5-a)quinazoline in 5 ml dimethyl formamide (DMF) 40 mg cuprous cyanide was added. Thereafter further 5 ml DMF was added and the resulting mixture was heated to 130°-150° C. for 60 minutes with stirring. To this mixture 110 mg sodium cyanide in 5 ml water was added and thereafter further 30 ml water. The resulting mixture was extracted with 30 ml ethyl acetate and thereafter four times with 20 ml ethyl ac... Run in CN(C=O)C (dimethylformamide). The reactants are C(C)OC(=O)C=1C(=C2C(=NC1)NN=C2)O (4-hydroxy-1H-pyrazolo[3,4-b]pyridine-5-carboxylic acid ethyl ester), C([O-])([O-])=O.[K+].[K+] (potassium carbonate), C(C)I (ethyl iodide). Reaction conditions: time 10 hour. Reported procedure: 4.1 g of 4-hydroxy-1H-pyrazolo[3,4-b]pyridine-5-carboxylic acid ethyl ester (0.02 mol), 5.6 g of potassium carbonate (0.04 mol) and 3.5 g of ethyl iodide (0.022 mol) are heated in 30 ml of dimethylformamide with stirring for 10 hours at 60°. After this time, the excess potassium carbonate is filtered off and 30 ml of water is added. 4-Ethoxy-1H-pyrazolo[3,4-b]pyridine-5-carboxylic acid ethyl ester precipitates and is recrystallized from methanol, yield 2 g (42.5%), m.p. 180°. Reaction SMILES: [CH2:1]([O:3][C:4]([C:6]1[C:7]([OH:15])=[C:8]2[CH:14]=[N:13][NH:12][C:9]2=[N:10][CH:11]=1)=[O:5])[CH3:2].C(=O)([O-])[O-].[K+].[K+].[CH2:22](I)[CH3:23]>CN(C)C=O>[CH2:1]([O:3][C:4]([C:6]1[C:7]([O:15][CH2:22][CH3:23])=[C:8]2[CH:14]=[N:13][NH:12][C:9]2=[N:10][CH:11]=1)=[O:5])[CH3:2] |f:1.2.3|. Product: C(C)OC(=O)C=1C(=C2C(=NC1)NN=C2)OCC (4-Ethoxy-1H-pyrazolo[3,4-b]pyridine-5-carboxylic acid ethyl ester). Reactants: CCOC(=O)Cc1c(C(=O)OCC)c2cc(O)ccc2n1-c1ccc(OC(F)(F)F)cc1, CCOC(C)=O, ClCc1ccc(Cl)nc1, [K+], [K+], O=C([O-])[O-], C1COCCOCCOCCOCCOCCO1, CN(C)C=O. Product: CCOC(=O)Cc1c(C(=O)OCC)c2cc(Oc3ccc(CCl)cn3)ccc2n1-c1ccc(OC(F)(F)F)cc1. As a reaction SMILES: [CH2:34]([CH3:35])[O:36][C:37](=[O:38])[c:39]1[c:40]([CH2:60][C:61](=[O:62])[O:63][CH2:64][CH3:65])[n:41](-[c:49]2[cH:50][cH:51][c:52]([O:55][C:56]([F:57])([F:58])[F:59])[cH:53][cH:54]2)[c:42]2[cH:43][cH:44][c:45]([OH:48])[cH:46][c:47]12.[CH3:66][CH2:67][O:68][C:69]([CH3:70])=[O:71].[Cl:7][c:8]1[n:9][cH:10][c:11]([CH2:14][Cl:15])[cH:12][cH:13]1.[K+:1].[K+:2].[O-:3][C:4]([O-:5])=[O:6].[O:16]1[CH2:17][CH2:18][O:19][CH2:20][CH2:21][O:22][CH2:23][CH2:24][O:25][CH2:26][CH2:27][O:28][CH2:29][CH2:30][O:31][CH2:32][CH2:33]1.[O:72]=[CH:73][N:74]([CH3:75])[CH3:76]>>[c:8]1([O:48][c:45]2[cH:44][cH:43][c:42]3[n:41](-[c:49]4[cH:50][cH:51][c:52]([O:55][C:56]([F:57])([F:58])[F:59])[cH:53][cH:54]4)[c:40]([CH2:60][C:61](=[O:62])[O:63][CH2:64][CH3:65])[c:39]([C:37]([O:36][CH2:34][CH3:35])=[O:38])[c:47]3[cH:46]2)[n:9][cH:10][c:11]([CH2:14][Cl:15])[cH:12][cH:13]1. Starting materials: C1COCCN1, CCN(C(C)C)C(C)C, Cn1cc(C(=O)NCc2ccc(Cl)cc2)c(=O)c2cc(CCl)cc(I)c21, CN(C)C=O, O. Yields the product Cn1cc(C(=O)NCc2ccc(Cl)cc2)c(=O)c2cc(CN3CCOCC3)cc(I)c21. RXN SMILES: [CH2:36]1[CH2:37][O:38][CH2:39][CH2:40][NH:41]1.[CH:27]([N:28]([CH2:29][CH3:30])[CH:31]([CH3:32])[CH3:33])([CH3:34])[CH3:35].[Cl:1][c:2]1[cH:3][cH:4][c:5]([CH2:6][NH:7][C:8](=[O:9])[c:10]2[cH:11][n:12]([CH3:24])[c:13]3[c:14]([I:23])[cH:15][c:16]([CH2:21][Cl:22])[cH:17][c:18]3[c:19]2=[O:20])[cH:25][cH:26]1.[O:43]=[CH:44][N:45]([CH3:46])[CH3:47].[OH2:42]>>[Cl:1][c:2]1[cH:3][cH:4][c:5]([CH2:6][NH:7][C:8](=[O:9])[c:10]2[cH:11][n:12]([CH3:24])[c:13]3[c:14]([I:23])[cH:15][c:16]([CH2:21][N:41]4[CH2:36][CH2:37][O:38][CH2:39][CH2:40]4)[cH:17][c:18]3[c:19]2=[O:20])[cH:25][cH:26]1. Reactants: CCN=C=NCCCN(C)C, CN(C)C=O, CCOC(C)=O, Cl, O=C(O)c1ccc(F)c2ccccc12, NC(Cc1cccc(OC(F)(F)C(F)F)c1)C(O)c1csc(-c2ccccc2)n1, O, On1nnc2ccccc21. The product is O=C(NC(Cc1cccc(OC(F)(F)C(F)F)c1)C(O)c1csc(-c2ccccc2)n1)c1ccc(F)c2ccccc12. Reaction SMILES: [CH2:56]([N:57]=[C:58]=[N:59][CH2:60][CH2:61][CH2:62][N:63]([CH3:64])[CH3:65])[CH3:66].[CH3:67][N:68]([CH3:69])[CH:70]=[O:71].[CH3:72][CH2:73][O:74][C:75](=[O:76])[CH3:77].[ClH:55].[F:30][c:31]1[cH:32][cH:33][c:34]([C:41](=[O:42])[OH:43])[c:35]2[cH:36][cH:37][cH:38][cH:39][c:40]12.[NH2:1][CH:2]([CH:3]([OH:4])[c:5]1[n:6][c:7](-[c:10]2[cH:11][cH:12][cH:13][cH:14][cH:15]2)[s:8][cH:9]1)[CH2:16][c:17]1[cH:18][c:19]([O:23][C:24]([CH:25]([F:26])[F:27])([F:28])[F:29])[cH:20][cH:21][cH:22]1.[OH2:44].[OH:45][n:46]1[c:47]2[cH:48][cH:49][cH:50][cH:51][c:52]2[n:53][n:54]1>>[NH:1]([CH:2]([CH:3]([OH:4])[c:5]1[n:6][c:7](-[c:10]2[cH:11][cH:12][cH:13][cH:14][cH:15]2)[s:8][cH:9]1)[CH2:16][c:17]1[cH:18][c:19]([O:23][C:24]([CH:25]([F:26])[F:27])([F:28])[F:29])[cH:20][cH:21][cH:22]1)[C:41]([c:34]1[cH:33][cH:32][c:31]([F:30])[c:40]2[c:35]1[cH:36][cH:37][cH:38][cH:39]2)=[O:42]. The reactants are Cl.CN1CCCCC1 (N-methylpiperidine hydrochloride), [N-]=[N+]=[N-].[Na+] (sodium azide), C(C)(=O)OC1=CC(=CC2=C1C(CC(O2)(C)C)C#N)C(CCCCCC)(C)C (5-acetoxy-4-cyano-2,2-dimethyl-7-(1,1-dimethylheptyl)-3,4-dihydro-2H-benzopyran), C(C)O (ethanol). The reagents and catalysts are CN1CCCCC1 (N-methylpiperidine). Run at time 1 hour. The product is OC1=CC(=CC2=C1C(CC(O2)(C)C)C2=NN=NN2)C(CCCCCC)(C)C (5-Hydroxy-4-(5-tetrazolyl)-2,2-dimethyl-7-(1,1-dimethylheptyl)-3,4-dihydro-2H-benzopyran). Reaction SMILES: [N-:1]=[N+:2]=[N-:3].[Na+].C([O:8][C:9]1[C:14]2[CH:15]([C:21]#[N:22])[CH2:16][C:17]([CH3:20])([CH3:19])[O:18][C:13]=2[CH:12]=[C:11]([C:23]([CH3:31])([CH3:30])[CH2:24][CH2:25][CH2:26][CH2:27][CH2:28][CH3:29])[CH:10]=1)(=O)C.C(O)C.Cl.CN1CCCCC1>CN1CCCCC1>[OH:8][C:9]1[C:14]2[CH:15]([C:21]3[NH:22][N:3]=[N:2][N:1]=3)[CH2:16][C:17]([CH3:19])([CH3:20])[O:18][C:13]=2[CH:12]=[C:11]([C:23]([CH3:30])([CH3:31])[CH2:24][CH2:25][CH2:26][CH2:27][CH2:28][CH3:29])[CH:10]=1 |f:0.1,4.5|. Procedure details: Finely ground sodium azide (325 mg, 5 mmole) is added to a solution of 5-acetoxy-4-cyano-2,2-dimethyl-7-(1,1-dimethylheptyl)-3,4-dihydro-2H-benzopyran (1.855 g, 5 mmole) in 10 ml ethanol-free chloroform containing 271 mg (2 mmole) N-methylpiperidine hydrochloride and 5 drops of N-methylpiperidine. The mixture is heated at reflux for one hour, another 2 mmoles of N-methylpiperidine hydrochloride is added, refluxing is continued for one hour and the mixture is allowed to stand overnight at room te... Reactants: C(C)OP(=O)(CC(CC(C)C)C(N[C@@H](CC(C)C)C(NC)=O)=O)CN1C(CCCC1=O)=O ((glutarimidomethyl)[(RS)-4-methyl-2-[[(S)-3-methyl-1-(methylcarbamoyl)butyl]carbamoyl]pentyl]phosphinic acid ethyl ester), Br[Si](C)(C)C (bromotrimethylsilane). The solvent is ClCCl (dicloromethane). Yields the product C1(CCCC(N1CP(O)(=O)CC(CC(C)C)C(N[C@@H](CC(C)C)C(NC)=O)=O)=O)=O ((glutarimidomethyl)[(RS)-4-methyl-2-[[(S)-3-methyl-1-(methylcarbamoyl)butyl]carbamoyl]pentyl]phosphinic acid). The yield is 97.6%. Reaction SMILES: C([O:3][P:4]([CH2:24][N:25]1[C:30](=[O:31])[CH2:29][CH2:28][CH2:27][C:26]1=[O:32])([CH2:6][CH:7]([C:12](=[O:23])[NH:13][C@H:14]([C:19](=[O:22])[NH:20][CH3:21])[CH2:15][CH:16]([CH3:18])[CH3:17])[CH2:8][CH:9]([CH3:11])[CH3:10])=[O:5])C.Br[Si](C)(C)C>ClCCl>[C:26]1(=[O:32])[N:25]([CH2:24][P:4]([CH2:6][CH:7]([C:12](=[O:23])[NH:13][C@H:14]([C:19](=[O:22])[NH:20][CH3:21])[CH2:15][CH:16]([CH3:18])[CH3:17])[CH2:8][CH:9]([CH3:11])[CH3:10])(=[O:3])[OH:5])[C:30](=[O:31])[CH2:29][CH2:28][CH2:27]1. Procedure: 0.11 g (0.23 mmol) of (glutarimidomethyl)[(RS)-4-methyl-2-[[(S)-3-methyl-1-(methylcarbamoyl)butyl]carbamoyl]pentyl]phosphinic acid ethyl ester was dissolved in 4 ml of dicloromethane and the solution was stirred overnight in the presence of 2 ml of bromotrimethylsilane. The solvent was removed by evaporation and the residue was dissolved in 5 ml of acetone/water (9:1). The solvent was removed by evaporation and this treatment was repeated once more to give 0.1 g of (glutarimidomethyl)[(RS)-4-met... Starting materials: ice, FC(CC(=O)Cl)=C(F)F (3,4,4-trifluoro-3-butenoyl chloride), NC1=NC(=CC(=N1)OC)OC (2-amino-4,6-dimethoxypyrimidine), C([O-])([O-])=O.[K+].[K+] (potassium carbonate). Solvent: ClCCl (dichloromethane), O (water). Conditions: time 15 minute. The product is FC(CC(=O)NC1=NC(=CC(=N1)OC)OC)=C(F)F (2-(3,4,4-trifluoro-1-oxo-3-butenyl)amino-4,6-dimethoxy-pyrimidine). Yield: 10.7%. Reaction SMILES: [NH2:1][C:2]1[N:7]=[C:6]([O:8][CH3:9])[CH:5]=[C:4]([O:10][CH3:11])[N:3]=1.C(=O)([O-])[O-].[K+].[K+].[F:18][C:19](=[C:24]([F:26])[F:25])[CH2:20][C:21](Cl)=[O:22]>ClCCl.O>[F:18][C:19](=[C:24]([F:26])[F:25])[CH2:20][C:21]([NH:1][C:2]1[N:3]=[C:4]([O:10][CH3:11])[CH:5]=[C:6]([O:8][CH3:9])[N:7]=1)=[O:22] |f:1.2.3|. Procedure details: To an ice-cooled stirred suspension of 2-amino-4,6-dimethoxypyrimidine (1.55 g, 10 mmol) in dichloromethane (50 mL) and potassium carbonate (2.76 g, 20 mmol) in water (20 mL) was added 3,4,4-trifluoro-3-butenoyl chloride (3.17 g, 20 mmol). The reaction mixture was stirred in cold for 10 min and at r.t. for 15 min. The organic layer was washed with 3N HCl (2×25 mL), saturated sodium bicarbonate (25 mL) and brine, and dried. Evaporation of the solvent gave 0.296 g (10%) of the title compound as a ...